Dataset: the Open Reaction Database (ORD), a public repository of structured organic reaction records. Task: describe an organic reaction: reactants, conditions, products, and yield Starting materials: O=C([O-])[O-], CS(C)=O, COc1ccc(C(C)N(C)CCCCl)cc1OC, [K+], [K+], O, O=S(=O)(c1ccccc1)c1ccc(O)cc1. Product: Cl, COc1ccc(C(C)N(C)CCCOc2ccc(S(=O)(=O)c3ccccc3)cc2)cc1OC. RXN SMILES: [C:17](=[O:18])([O-:19])[O-:20].[CH3:42][S:43]([CH3:44])=[O:45].[Cl:23][CH2:24][CH2:25][CH2:26][N:27]([CH:28]([CH3:29])[c:30]1[cH:31][c:32]([O:38][CH3:39])[c:33]([O:36][CH3:37])[cH:34][cH:35]1)[CH3:40].[K+:21].[K+:22].[OH2:41].[OH:1][c:2]1[cH:3][cH:4][c:5]([S:8](=[O:9])(=[O:10])[c:11]2[cH:12][cH:13][cH:14][cH:15][cH:16]2)[cH:6][cH:7]1>>[ClH:23].[O:1]([c:2]1[cH:3][cH:4][c:5]([S:8](=[O:9])(=[O:10])[c:11]2[cH:12][cH:13][cH:14][cH:15][cH:16]2)[cH:6][cH:7]1)[CH2:24][CH2:25][CH2:26][N:27]([CH:28]([CH3:29])[c:30]1[cH:31][c:32]([O:38][CH3:39])[c:33]([O:36][CH3:37])[cH:34][cH:35]1)[CH3:40].